Dataset: the Open Reaction Database (ORD), a public repository of structured organic reaction records. Task: describe an organic reaction: reactants, conditions, products, and yield Starting materials: Brc1cccc(N2CCCCC2)n1, CC1(c2cccc(Cl)c2)CCNC(=O)O1, ClCCl, [Cu]I, [K+], [K+], N#N, O=C([O-])[O-]. Product: CC1(c2cccc(Cl)c2)CCN(c2cccc(N3CCCCC3)n2)C(=O)O1. As a reaction SMILES: [Br:16][c:17]1[n:18][c:19]([N:23]2[CH2:24][CH2:25][CH2:26][CH2:27][CH2:28]2)[cH:20][cH:21][cH:22]1.[Cl:1][c:2]1[cH:3][c:4]([C:8]2([CH3:15])[CH2:9][CH2:10][NH:11][C:12](=[O:14])[O:13]2)[cH:5][cH:6][cH:7]1.[Cl:39][CH2:40][Cl:41].[Cu:37][I:38].[K+:29].[K+:30].[N:35]#[N:36].[O-:31][C:32]([O-:33])=[O:34]>>[Cl:1][c:2]1[cH:3][c:4]([C:8]2([CH3:15])[CH2:9][CH2:10][N:11]([c:17]3[n:18][c:19]([N:23]4[CH2:24][CH2:25][CH2:26][CH2:27][CH2:28]4)[cH:20][cH:21][cH:22]3)[C:12](=[O:14])[O:13]2)[cH:5][cH:6][cH:7]1. The reactants are C12CCCC(CCC1)C2C2=CC=C(OC[C@@H]1CN=C(O1)N)C=C2 ((S)-5-(4-bicyclo[3.3.1]non-9-yl-phenoxymethyl)-4,5-dihydro-oxazol-2-ylamine), C(C)OC(C#CCOC)=O (4-methoxy-but-2-ynoic acid ethyl ester). Solvent: C(Cl)(Cl)Cl (CHCl3). Yields the product C12CCCC(CCC1)C2C2=CC=C(OC[C@@H]1CN3C(=NC(C=C3COC)=O)O1)C=C2 ((S)-2-(4-Bicyclo[3.3.1]non-9-yl-phenoxymethyl)-5-methoxymethyl-2,3-dihydro-oxazolo[3,2-a]pyrimidin-7-one). RXN SMILES: [CH:1]12[CH:9]([C:10]3[CH:23]=[CH:22][C:13]([O:14][CH2:15][C@H:16]4[O:20][C:19]([NH2:21])=[N:18][CH2:17]4)=[CH:12][CH:11]=3)[CH:5]([CH2:6][CH2:7][CH2:8]1)[CH2:4][CH2:3][CH2:2]2.[CH2:24]([O:26][C:27](=O)[C:28]#[C:29][CH2:30][O:31]C)C>C(Cl)(Cl)Cl>[CH:1]12[CH:9]([C:10]3[CH:23]=[CH:22][C:13]([O:14][CH2:15][C@H:16]4[O:20][C:19]5=[N:21][C:30](=[O:31])[CH:29]=[C:28]([CH2:27][O:26][CH3:24])[N:18]5[CH2:17]4)=[CH:12][CH:11]=3)[CH:5]([CH2:4][CH2:3][CH2:2]1)[CH2:6][CH2:7][CH2:8]2. Procedure: The title compound was prepared from (S)-5-(4-bicyclo[3.3.1]non-9-yl-phenoxymethyl)-4,5-dihydro-oxazol-2-ylamine (see Example 20) and 4-methoxy-but-2-ynoic acid ethyl ester (see Example 106) employing the procedure described in Example 95. [α]D25 −14.55 (c 0.495, CHCl3). The reactants are C(C)OP(=O)(C)CC1=CC=C(C=C1)C(NC1=C(C=CC(=C1)C=1SC=CC1)NC(=O)OC(C)(C)C)=O ([4-(2-tert-butoxycarbonylamino-5-thiophen-2-yl-phenylcarbamoyl)-benzyl]-methyl-phosphinic acid ethyl ester), [OH-].[Na+] (NaOH), Cl (HCl). The solvent is CCOC(=O)C (EtOAc), O1CCOCC1 (dioxane). Conditions: temperature 60 celsius, time 18 hour. Product: C(C)(C)(C)OC(=O)NC1=C(C=C(C=C1)C=1SC=CC1)NC(=O)C1=CC=C(CP(O)(=O)C)C=C1 ([4-(2-tert-Butoxycarbonylamino-5-thiophen-2-yl-phenylcarbamoyl)-benzyl]-methyl-phosphinic acid). RXN SMILES: C([O:3][P:4]([CH2:7][C:8]1[CH:13]=[CH:12][C:11]([C:14](=[O:35])[NH:15][C:16]2[CH:21]=[C:20]([C:22]3[S:23][CH:24]=[CH:25][CH:26]=3)[CH:19]=[CH:18][C:17]=2[NH:27][C:28]([O:30][C:31]([CH3:34])([CH3:33])[CH3:32])=[O:29])=[CH:10][CH:9]=1)([CH3:6])=[O:5])C.[OH-].[Na+].Cl>O1CCOCC1.CCOC(C)=O>[C:31]([O:30][C:28]([NH:27][C:17]1[CH:18]=[CH:19][C:20]([C:22]2[S:23][CH:24]=[CH:25][CH:26]=2)=[CH:21][C:16]=1[NH:15][C:14]([C:11]1[CH:10]=[CH:9][C:8]([CH2:7][P:4]([CH3:6])(=[O:3])[OH:5])=[CH:13][CH:12]=1)=[O:35])=[O:29])([CH3:34])([CH3:32])[CH3:33] |f:1.2|. Procedure: To a solution [4-(2-tert-butoxycarbonylamino-5-thiophen-2-yl-phenylcarbamoyl)-benzyl]-methyl-phosphinic acid ethyl ester (377 mg, 0.733 mmol) in dioxane (2 mL) was added NaOH (1 mL, 5.00 mmol, 5M) and the solution was heated to 60° C. After 18 h, the reaction was diluted with EtOAc, acidified with 1N HCl. The organic layer was dried (MgSO4), filtered and the solvent was evaporated under reduced pressure. The material was used without further purification. 1H NMR (DMSO-d6) δ 9.94 (s, 1H), 8.74 (b... Starting materials: C([O-])([O-])=O.[K+].[K+] (potassium carbonate), C(#N)C(CC(=O)O)C1=CC(=C(C=C1)Cl)Cl (3-cyano-3-(3,4-dichlorophenyl) propionic acid), COS(=O)(=O)OC (dimethylsulphate). Solvent: C(C)#N (acetonitrile). Reaction conditions: time 15 minute. Yields the product C(#N)C(CC(=O)OC)C1=CC(=C(C=C1)Cl)Cl (Methyl 3-Cyano-3-(3,4-dichlorophenyl)propionate). Isolated yield 80.0%. Reaction SMILES: [C:1](=O)([O-])[O-].[K+].[K+].[C:7]([CH:9]([C:14]1[CH:19]=[CH:18][C:17]([Cl:20])=[C:16]([Cl:21])[CH:15]=1)[CH2:10][C:11]([OH:13])=[O:12])#[N:8].COS(OC)(=O)=O>C(#N)C>[C:7]([CH:9]([C:14]1[CH:19]=[CH:18][C:17]([Cl:20])=[C:16]([Cl:21])[CH:15]=1)[CH2:10][C:11]([O:13][CH3:1])=[O:12])#[N:8] |f:0.1.2|. Procedure details: 320 g of potassium carbonate are added to a solution of 260 g of 3-cyano-3-(3,4-dichlorophenyl) propionic acid in 2.7 litres of acetonitrile. The suspension is heated under reflux in adding progressively 110 ml of dimethylsulphate. The mixture is left to return to room temperature after 15 minutes. The reaction mixture is concentrated and then taken up into 2 litres of dichloromethane. The organic phase is washed with water and then concentrated. The residue is taken up into 500 ml of methanol i... Reactants: Cl (HCl), N1(N=NN=C1)CC12CC3(CC(CC3C1)C2)NC(OC(C)(C)C)=O (tert-butyl [1-(1H-tetrazol-1-ylmethyl)tricyclo[3.3.1.03,7]non-3-yl]carbamate). Solvent: CCOC(=O)C (EtOAc), CCOC(=O)C (EtOAc). Reaction conditions: time 2 hour. The product is hydrochloride salt, N1(N=NN=C1)CC12CC3(CC(CC3C1)C2)N (1-(1H-tetrazol-1-ylmethyl)tricyclo[3.3.1.03,7]nonan-3-amine). Yield: 100.0%. As a reaction SMILES: [N:1]1([CH2:6][C:7]23[CH2:15][CH:11]4[CH2:12][CH:13]([CH2:14]2)[C:9]([NH:16]C(=O)OC(C)(C)C)([CH2:10]4)[CH2:8]3)[CH:5]=[N:4][N:3]=[N:2]1.Cl>CCOC(C)=O>[N:1]1([CH2:6][C:7]23[CH2:15][CH:11]4[CH2:12][CH:13]([CH2:14]2)[C:9]([NH2:16])([CH2:10]4)[CH2:8]3)[CH:5]=[N:4][N:3]=[N:2]1. Procedure: To a stirred solution of the compound obtained in step I above (0.2 g, 0.62 mmol) in EtOAc (2.0 mL) cooled to ice bath temperature was added a solution of dry HCl in EtOAc (3N, 3 mL). The reaction mixture was stirred at the same temperature for 2 h and the volatiles were removed under reduced pressure to obtain the crude product, which was triturated with ether several times to obtain pure hydrochloride salt of 1-(1H-tetrazol-1-ylmethyl)tricyclo[3.3.1.03,7]nonan-3-amine (160 mg) in 100% yield. m...